From a dataset of the Open Reaction Database (ORD), a public repository of structured organic reaction records. describe an organic reaction: reactants, conditions, products, and yield Procedure details: A mixture of 237 mg of methyl 4-(2-{4-[({2-[(3-{[1-(ethoxycarbonyl)cyclopropyl](ethyl)sulfamoyl}benzoyl)amino]-4,5,6,7-tetrahydro-1-benzothiophen-3-yl}carbonyl)amino]phenyl}ethyl)benzoate, 0.5 mL of a 5.0 M aqueous sodium hydroxide solution, and 2.4 mL of ethanol was heated and refluxed overnight. The reaction mixture was concentrated under reduced pressure, and to the residue were added water, citric acid, dichloromethane, and THF in this order. The organic layer was separated and then concentr... Reaction SMILES: C([O:3][C:4]([C:6]1([N:9]([CH2:52][CH3:53])[S:10]([C:13]2[CH:14]=[C:15]([CH:49]=[CH:50][CH:51]=2)[C:16]([NH:18][C:19]2[S:20][C:21]3[CH2:48][CH2:47][CH2:46][CH2:45][C:22]=3[C:23]=2[C:24]([NH:26][C:27]2[CH:32]=[CH:31][C:30]([CH2:33][CH2:34][C:35]3[CH:44]=[CH:43][C:38]([C:39]([O:41]C)=[O:40])=[CH:37][CH:36]=3)=[CH:29][CH:28]=2)=[O:25])=[O:17])(=[O:12])=[O:11])[CH2:8][CH2:7]1)=[O:5])C.[OH-].[Na+]>C(O)C>[C:4]([C:6]1([N:9]([CH2:52][CH3:53])[S:10]([C:13]2[CH:14]=[C:15]([CH:49]=[CH:50][CH:51]=2)[C:16]([NH:18][C:19]2[S:20][C:21]3[CH2:48][CH2:47][CH2:46][CH2:45][C:22]=3[C:23]=2[C:24]([NH:26][C:27]2[CH:32]=[CH:31][C:30]([CH2:33][CH2:34][C:35]3[CH:36]=[CH:37][C:38]([C:39]([OH:41])=[O:40])=[CH:43][CH:44]=3)=[CH:29][CH:28]=2)=[O:25])=[O:17])(=[O:12])=[O:11])[CH2:7][CH2:8]1)([OH:5])=[O:3] |f:1.2|. Isolated yield 63.4%. Yields the product C(=O)(O)C1(CC1)N(S(=O)(=O)C=1C=C(C(=O)NC=2SC3=C(C2C(=O)NC2=CC=C(C=C2)CCC2=CC=C(C(=O)O)C=C2)CCCC3)C=CC1)CC (4-{2-[4-({[2-({3-[(1-carboxycyclopropyl)(ethyl)sulfamoyl]benzoyl}amino)-4,5,6,7-tetrahydro-1-benzothiophen-3-yl]carbonyl}amino)phenyl]ethyl}benzoic acid). Run in C(C)O (ethanol). The reactants are C(C)OC(=O)C1(CC1)N(S(=O)(=O)C=1C=C(C(=O)NC=2SC3=C(C2C(=O)NC2=CC=C(C=C2)CCC2=CC=C(C(=O)OC)C=C2)CCCC3)C=CC1)CC (methyl 4-(2-{4-[({2-[(3-{[1-(ethoxycarbonyl)cyclopropyl](ethyl)sulfamoyl}benzoyl)amino]-4,5,6,7-tetrahydro-1-benzothiophen-3-yl}carbonyl)amino]phenyl}ethyl)benzoate), [OH-].[Na+] (sodium hydroxide). The reactants are CN1C(NC(C1CCC1=CC(=CC(=C1)C(F)(F)F)C(F)(F)F)CC1=CNC2=CC=CC=C12)=O (1-Methyl-4-(indol-3-ylmethyl)-5-(3,5-bis(trifluoromethyl)phenethyl)imidazolin-2-one), [H-].[Na+] (sodium hydride), CI (methyl iodide). Run in C(C)(=O)OCC (ethyl acetate), O1CCCC1 (tetrahydrofuran). Run at time 2 hour. Product: CN1C(N(C(C1CCC1=CC(=CC(=C1)C(F)(F)F)C(F)(F)F)CC1=CNC2=CC=CC=C12)C)=O (1-Methyl-3-methyl-4-(indol-3-ylmethyl)-5-(3,5-bis(trifluoromethyl)phenethyl)imidazolin-2-one). As a reaction SMILES: [CH3:1][N:2]1[CH:6]([CH2:7][CH2:8][C:9]2[CH:14]=[C:13]([C:15]([F:18])([F:17])[F:16])[CH:12]=[C:11]([C:19]([F:22])([F:21])[F:20])[CH:10]=2)[CH:5]([CH2:23][C:24]2[C:32]3[C:27](=[CH:28][CH:29]=[CH:30][CH:31]=3)[NH:26][CH:25]=2)[NH:4][C:3]1=[O:33].[H-].[Na+].[CH3:36]I>O1CCCC1.C(OCC)(=O)C>[CH3:1][N:2]1[CH:6]([CH2:7][CH2:8][C:9]2[CH:14]=[C:13]([C:15]([F:16])([F:17])[F:18])[CH:12]=[C:11]([C:19]([F:20])([F:21])[F:22])[CH:10]=2)[CH:5]([CH2:23][C:24]2[C:32]3[C:27](=[CH:28][CH:29]=[CH:30][CH:31]=3)[NH:26][CH:25]=2)[N:4]([CH3:36])[C:3]1=[O:33] |f:1.2|. Procedure: The compound of Example 1 (0.5 g) in tetrahydrofuran (5 ml) was treated with sodium hydride (43 mg of a 60% dispersion in oil) under a nitrogen atmosphere with stirring. After 5 minutes methyl iodide (0.28 g) was added and stirring continued for 2 hours. The reaction was diluted with ethyl acetate, washed with water, dried and concentrated. The residue was purified by chromatography on silica gel eluting with ethyl acetate-petroleum ether and crystallised from ethyl acetate-petroleum ether to gi... Starting materials: ClC1=C(C=C(C=C1)O)[N+](=O)[O-] (4-chloro-3-nitrophenol), C(C)I (ethyl iodide), C([O-])([O-])=O.[K+].[K+] (potassium carbonate). Run in CC(=O)C (acetone). Conditions: time 20 hour. Yields the product C(C)OC1=CC(=C(C=C1)Cl)[N+](=O)[O-] (4-ethoxy-1-chloro-2-nitrobenzene). Isolated yield 97.7%. Reaction SMILES: [Cl:1][C:2]1[CH:7]=[CH:6][C:5]([OH:8])=[CH:4][C:3]=1[N+:9]([O-:11])=[O:10].[CH2:12](I)[CH3:13].C(=O)([O-])[O-].[K+].[K+]>CC(C)=O>[CH2:12]([O:8][C:5]1[CH:6]=[CH:7][C:2]([Cl:1])=[C:3]([N+:9]([O-:11])=[O:10])[CH:4]=1)[CH3:13] |f:2.3.4|. Procedure: To a solution of 4-chloro-3-nitrophenol (5.00 g, 29 mmol) in acetone (50 ml) were added ethyl iodide (4.95 g, 32 mmol) and potassium carbonate (4.37 g, 32 mmol), followed by stirring at room temperature for 20 hours. After filtration of the insoluble matter, the filtrate was subjected to evaporation under reduced pressure to remove the solvent, and the residue was purified by silica gel column chromatography (eluent; chloroform) to give 4-ethoxy-1-chloro-2-nitrobenzene (5.71 g). The reactants are CC(C)Cc1ncc(Br)s1, [Li]CCCC, C1CCOC1, CCCCCC, CC(C)OB1OC(C)(C)C(C)(C)O1. As a reaction SMILES: [Br:1][c:2]1[cH:3][n:4][c:5]([CH2:7][CH:8]([CH3:9])[CH3:10])[s:6]1.[CH2:11]([Li:12])[CH2:13][CH2:14][CH3:15].[CH2:35]1[O:36][CH2:37][CH2:38][CH2:39]1.[CH3:16][CH2:17][CH2:18][CH2:19][CH2:20][CH3:21].[CH:22]([O:23][B:26]1[O:27][C:28]([CH3:33])([CH3:34])[C:29]([CH3:31])([CH3:32])[O:30]1)([CH3:24])[CH3:25]>>[c:2]1([B:26]2[O:27][C:28]([CH3:33])([CH3:34])[C:29]([CH3:31])([CH3:32])[O:30]2)[cH:3][n:4][c:5]([CH2:7][CH:8]([CH3:9])[CH3:10])[s:6]1. Yields the product CC(C)Cc1ncc(B2OC(C)(C)C(C)(C)O2)s1. The reactants are C([O-])([O-])=O.[K+].[K+] (Potassium carbonate), CI (methyl iodide), C(C)(C)(C)C1=CC(=C(C=C1)O)C (4-tert-butyl-2-methylphenol), Ice water, CCCCCC (hexane). The solvent is CN(C=O)C (N,N-dimethylformamide). Run at time 3 day. The product is C(C)(C)(C)C1=CC(=C(C=C1)OC)C (4-tert-butyl-1-methoxy-2-methylbenzene). Isolated yield 95.1%. As a reaction SMILES: [C:1](=[O:4])([O-])[O-].[K+].[K+].CI.[C:9]([C:13]1[CH:18]=[CH:17][C:16](O)=[C:15]([CH3:20])[CH:14]=1)([CH3:12])([CH3:11])[CH3:10].CCCCCC>CN(C)C=O>[C:9]([C:13]1[CH:18]=[CH:17][C:16]([O:4][CH3:1])=[C:15]([CH3:20])[CH:14]=1)([CH3:12])([CH3:11])[CH3:10] |f:0.1.2|. Procedure details: Potassium carbonate (8.4 g) and methyl iodide (2.9 mL) were added to a solution of 4-tert-butyl-2-methylphenol (CAS #98-27-1, 5.0 g) in N,N-dimethylformamide (25 mL), and the mixture was stirred at room temperature for three days. Ice water and hexane were added to the reaction solution, and the organic layer was separated. The resulting organic layer was sequentially washed with water and brine, dried over anhydrous magnesium sulfate and then concentrated under reduced pressure to obtain 5.16 g...